This data is from the Open Reaction Database (ORD), a public repository of structured organic reaction records. The task is: describe an organic reaction: reactants, conditions, products, and yield Conditions: time 5 minute. Solvent: CN(C)C=O (DMF), ice water, CN(C)C=O (DMF), CN(C)C=O (DMF). Reaction SMILES: [N:1]1[C:6]2[NH:7][C:8]3[CH2:16][CH:15]4[N:11]([CH2:12][CH2:13][CH2:14]4)[CH2:10][C:9]=3[C:5]=2[CH:4]=[CH:3][CH:2]=1.[H-].[Na+].Cl[CH2:20][C:21]([N:23]1[CH2:28][CH2:27][CH2:26][CH2:25][CH2:24]1)=[O:22]>CN(C=O)C>[N:23]1([C:21](=[O:22])[CH2:20][N:7]2[C:8]3[CH2:16][CH:15]4[N:11]([CH2:12][CH2:13][CH2:14]4)[CH2:10][C:9]=3[C:5]3[CH:4]=[CH:3][CH:2]=[N:1][C:6]2=3)[CH2:28][CH2:27][CH2:26][CH2:25][CH2:24]1 |f:1.2|. The product is N1(CCCCC1)C(CN1C2=C(C=3CN4CCCC4CC31)C=CC=N2)=O (1-(piperidin-1-yl)-2-(8,9,9a,10-tetrahydro-5H-pyrido[3′,2′:4,5]pyrrolo[3,2-f]indolizin-11(7H)-yl)ethanone). Procedure: To a solution of 7,8,9,9a,10,11-hexahydro-5H-pyrido[3′,2′:4,5]pyrrolo[3,2-f]indolizine (70 mg, 0.32 mmol) in DMF (1 mL) was added a suspension of NaH (40.0 mg, 0.986 mmol) in DMF (1 mL). After stirring for 5 min at RT, a solution of 2-chloro-1-(piperidin-1-yl)ethanone (159 mg, 0.986 mmol) in DMF (1 mL) was added dropwise into the reaction mixture and stiffing continued for another 3 h. The progress of reaction was monitored by TLC and NMR. The reaction mixture was diluted with ice-water (20 mL) ... The reactants are [H-].[Na+] (NaH), ClCC(=O)N1CCCCC1 (2-chloro-1-(piperidin-1-yl)ethanone), N1=CC=CC2=C1NC1=C2CN2CCCC2C1 (7,8,9,9a,10,11-hexahydro-5H-pyrido[3′,2′:4,5]pyrrolo[3,2-f]indolizine). Starting materials: C(C1=CC=CC=C1)C1C(CCC2=CC=C(C=C12)CNS(=O)(=O)CC1CC1)NC(OC(C)(C)C)=O (tert-Butyl 1-benzyl-7-((cyclopropylmethylsulfonamido)methyl)-1,2,3,4-tetrahydronaphthalen-2-ylcarbamate), FC(C(=O)O)(F)F (trifluoroacetic acid). The solvent is ClCCl (dichloromethane). The product is NC1CCC=2C=CC(=CC2C1CC1=CC=CC=C1)CNS(=O)(=O)C1CCC1 (N-((7-Amino-8-benzyl-5,6,7,8-tetrahydronaphthalen-2-yl)methyl)cyclobutanesulfonamide). RXN SMILES: [CH2:1]([CH:8]1[C:17]2[C:12](=[CH:13][CH:14]=[C:15]([CH2:18][NH:19][S:20]([CH2:23][CH:24]3[CH2:26][CH2:25]3)(=[O:22])=[O:21])[CH:16]=2)[CH2:11][CH2:10][CH:9]1[NH:27]C(=O)OC(C)(C)C)[C:2]1[CH:7]=[CH:6][CH:5]=[CH:4][CH:3]=1.FC(F)(F)C(O)=O>ClCCl>[NH2:27][CH:9]1[CH:8]([CH2:1][C:2]2[CH:3]=[CH:4][CH:5]=[CH:6][CH:7]=2)[C:17]2[CH:16]=[C:15]([CH2:18][NH:19][S:20]([CH:23]3[CH2:25][CH2:26][CH2:24]3)(=[O:22])=[O:21])[CH:14]=[CH:13][C:12]=2[CH2:11][CH2:10]1. Procedure: tert-Butyl 1-benzyl-7-((cyclopropylmethylsulfonamido)methyl)-1,2,3,4-tetrahydronaphthalen-2-ylcarbamate (0.602 g, 1.242 mmol) was dissolved in dichloromethane (5 mL) and trifluoroacetic acid (0.5 mL, 6.49 mmol) and stirred overnight at room temperature. The solution was evaporated and partitioned between saturated aqueous NaHCO3 and ethyl acetate. Water was extracted with ethyl acetate (2×30 mL). The collected organic extracts were dried on MgSO4 and evaporated under reduced pressure to give a b... Starting materials: SC=1N(C(=NN1)C1=CC=2N(C=C1)C(=CN2)C=2C=C(C=CC2)NC(=O)NCC(F)(F)F)C (1-{3-[7-(5-Mercapto-4-methyl-4H-[1,2,4]triazol-3-yl)-imidazo[1,2-a]pyridin-3-yl]-phenyl}-3-(2,2,2-trifluoro-ethyl)-urea), [OH-].[K+] (KOH), IC (iodomethane). Run in CCO (EtOH). Conditions: time 8 hour. Product: C(=O)O.CN1C(=NN=C1SC)C1=CC=2N(C=C1)C(=CN2)C=2C=C(C=CC2)NC(=O)NCC(F)(F)F (1-{3-[7-(4-Methyl-5-methylsulfanyl-4H-[1,2,4]triazol-3-yl)-imidazo[1,2-a]pyridin-3-yl]-phenyl}-3-(2,2,2-trifluoro-ethyl)-urea formate). Yield: 44.3%. Reaction SMILES: [SH:1][C:2]1[N:3]([CH3:31])[C:4]([C:7]2[CH:12]=[CH:11][N:10]3[C:13]([C:16]4[CH:17]=[C:18]([NH:22][C:23]([NH:25][CH2:26][C:27]([F:30])([F:29])[F:28])=[O:24])[CH:19]=[CH:20][CH:21]=4)=[CH:14][N:15]=[C:9]3[CH:8]=2)=[N:5][N:6]=1.[OH-:32].[K+].I[CH3:35]>CCO>[CH:23]([OH:24])=[O:32].[CH3:31][N:3]1[C:2]([S:1][CH3:35])=[N:6][N:5]=[C:4]1[C:7]1[CH:12]=[CH:11][N:10]2[C:13]([C:16]3[CH:17]=[C:18]([NH:22][C:23]([NH:25][CH2:26][C:27]([F:30])([F:28])[F:29])=[O:24])[CH:19]=[CH:20][CH:21]=3)=[CH:14][N:15]=[C:9]2[CH:8]=1 |f:1.2,5.6|. Procedure details: To a solution of 1-{3-[7-(5-Mercapto-4-methyl-4H-[1,2,4]triazol-3-yl)-imidazo[1,2-a]pyridin-3-yl]-phenyl}-3-(2,2,2-trifluoro-ethyl)-urea (72 mg, 0.16 mmol) in EtOH (3 ml) was added KOH (10 mg, 0.18 mmol) and iodomethane (20 μl, 0.16 mmol) and the reaction mixture was stirred at room temperature overnight. The reaction mixture was placed in an ice bath and the precipitate formed filtered off. The precipitate was purified by reverse phase HPLC to afford the title compound (18 mg). MS: [M+H]+=462. Reactants: CC(C)(C)OC(=O)N1CCN(c2ccc(Br)cn2)c2ccccc21, O=C(OCc1ccccc1)N1CCNCC1, CCOC(C)=O, CC(C)(C)[O-], Cc1ccccc1, COc1cccc(OC)c1-c1ccccc1P(C1CCCCC1)C1CCCCC1, [Na+], O=C(C=Cc1ccccc1)C=Cc1ccccc1, O=C(C=Cc1ccccc1)C=Cc1ccccc1, O=C(C=Cc1ccccc1)C=Cc1ccccc1, [Pd], [Pd]. Product: CC(C)(C)OC(=O)N1CCN(c2ccc(N3CCN(C(=O)OCc4ccccc4)CC3)cn2)c2ccccc21. As a reaction SMILES: [C:1]([CH3:2])([CH3:3])([CH3:4])[O:5][C:6](=[O:7])[N:8]1[CH2:9][CH2:10][N:11]([c:18]2[n:19][cH:20][c:21]([Br:24])[cH:22][cH:23]2)[c:12]2[cH:13][cH:14][cH:15][cH:16][c:17]21.[CH2:25]([c:26]1[cH:27][cH:28][cH:29][cH:30][cH:31]1)[O:32][C:33](=[O:34])[N:35]1[CH2:36][CH2:37][NH:38][CH2:39][CH2:40]1.[CH3:139][CH2:140][O:141][C:142](=[O:143])[CH3:144].[CH3:70][C:71]([CH3:72])([O-:73])[CH3:74].[CH3:76][c:77]1[cH:78][cH:79][cH:80][cH:81][cH:82]1.[CH:41]1([P:42]([CH:43]2[CH2:44][CH2:45][CH2:46][CH2:47][CH2:48]2)[c:49]2[cH:50][cH:51][cH:52][cH:53][c:54]2-[c:55]2[c:56]([O:57][CH3:58])[cH:59][cH:60][cH:61][c:62]2[O:63][CH3:64])[CH2:65][CH2:66][CH2:67][CH2:68][CH2:69]1.[Na+:75].[O:103]=[C:104]([CH:105]=[CH:106][c:107]1[cH:108][cH:109][cH:110][cH:111][cH:112]1)[CH:113]=[CH:114][c:115]1[cH:116][cH:117][cH:118][cH:119][cH:120]1.[O:121]=[C:122]([CH:123]=[CH:124][c:125]1[cH:126][cH:127][cH:128][cH:129][cH:130]1)[CH:131]=[CH:132][c:133]1[cH:134][cH:135][cH:136][cH:137][cH:138]1.[O:85]=[C:86]([CH:87]=[CH:88][c:89]1[cH:90][cH:91][cH:92][cH:93][cH:94]1)[CH:95]=[CH:96][c:97]1[cH:98][cH:99][cH:100][cH:101][cH:102]1.[Pd:83].[Pd:84]>>[C:1]([CH3:2])([CH3:3])([CH3:4])[O:5][C:6](=[O:7])[N:8]1[CH2:9][CH2:10][N:11]([c:18]2[n:19][cH:20][c:21]([N:38]3[CH2:37][CH2:36][N:35]([C:33]([O:32][CH2:25][c:26]4[cH:27][cH:28][cH:29][cH:30][cH:31]4)=[O:34])[CH2:40][CH2:39]3)[cH:22][cH:23]2)[c:12]2[cH:13][cH:14][cH:15][cH:16][c:17]21.